Dataset: the Open Reaction Database (ORD), a public repository of structured organic reaction records. Task: describe an organic reaction: reactants, conditions, products, and yield Reactants: ClCCCOc1ccccc1C=Cc1nc2ccccc2o1, c1c[nH]cn1. Product: C(=Cc1ccccc1OCCCn1ccnc1)c1nc2ccccc2o1. Reaction SMILES: [Cl:1][CH2:2][CH2:3][CH2:4][O:5][c:6]1[c:7]([CH:12]=[CH:13][c:14]2[o:15][c:16]3[c:17]([n:18]2)[cH:19][cH:20][cH:21][cH:22]3)[cH:8][cH:9][cH:10][cH:11]1.[nH:23]1[cH:24][n:25][cH:26][cH:27]1>>[CH2:2]([CH2:3][CH2:4][O:5][c:6]1[c:7]([CH:12]=[CH:13][c:14]2[o:15][c:16]3[c:17]([n:18]2)[cH:19][cH:20][cH:21][cH:22]3)[cH:8][cH:9][cH:10][cH:11]1)[n:23]1[cH:24][n:25][cH:26][cH:27]1. Reactants: NC1=CC=C(C(=O)N[C@@H](CCC(=O)OCC)C(=O)OCC)C=C1 (diethyl p-aminobenzoyl-L-glutamate), ice water, C1(=CC=CC=C1)P(C1=CC=CC=C1)C1=CC=CC=C1 (triphenylphosphine), BrBr (bromine), NC=1N=C(C2=C(N1)N=CC(=C2)CO)N (2,4-Diamino-6-(hydroxymethyl)pyrido[2,3-d]pyrimidine). Run in CC(=O)N(C)C (DMAC). Reaction conditions: temperature 0 celsius, time 15 minute. The product is NC=1N=C(C2=C(N1)N=CC(=C2)CNC2=CC=C(C(=O)N[C@@H](CCC(=O)OCC)C(=O)OCC)C=C2)N (Diethyl N-[4-[(2,4-diaminopyrido[2,3-d]pyrimidine-6-yl)methylamino]benzoyl]-L-glutamate). RXN SMILES: C1(P(C2C=CC=CC=2)C2C=CC=CC=2)C=CC=CC=1.BrBr.[NH2:22][C:23]1[N:24]=[C:25]([NH2:35])[C:26]2[CH:32]=[C:31]([CH2:33]O)[CH:30]=[N:29][C:27]=2[N:28]=1.[NH2:36][C:37]1[CH:58]=[CH:57][C:40]([C:41]([NH:43][C@H:44]([C:52]([O:54][CH2:55][CH3:56])=[O:53])[CH2:45][CH2:46][C:47]([O:49][CH2:50][CH3:51])=[O:48])=[O:42])=[CH:39][CH:38]=1>CC(N(C)C)=O>[NH2:22][C:23]1[N:24]=[C:25]([NH2:35])[C:26]2[CH:32]=[C:31]([CH2:33][NH:36][C:37]3[CH:38]=[CH:39][C:40]([C:41]([NH:43][C@H:44]([C:52]([O:54][CH2:55][CH3:56])=[O:53])[CH2:45][CH2:46][C:47]([O:49][CH2:50][CH3:51])=[O:48])=[O:42])=[CH:57][CH:58]=3)[CH:30]=[N:29][C:27]=2[N:28]=1. Procedure details: A solution of triphenylphosphine (430 mg, 1.64 mmol) in anhydrous DMAC (4 ml) at 0° C. was treated dropwise under N2 with bromine (84 μL, 1.64 mmol). The solution was stirred at 0° C. for 15 minutes, treated with the compound obtained in Example 2 (100 mg, 0.76 mmol), and stirred at 25° C. for 1.7 hours to give the compound of Formula IIIA. This solution was treated with diethyl p-aminobenzoyl-L-glutamate (194 mg, 0.603 mmol), stirred at 25° C. for 17 hours and poured into ice water (40 ml). The... The reactants are Nc1cccc(Br)n1, CC1(C)COC(COS(C)(=O)=O)CO1, CCOC(C)=O, [H-], Nc1ccccn1, [Na+], CN(C)C=O. The product is CC1(C)COC(CNc2cccc(Br)n2)CO1. RXN SMILES: [Br:1][c:2]1[cH:3][cH:4][cH:5][c:6]([NH2:8])[n:7]1.[CH3:11][S:12]([O:13][CH2:16][CH:17]1[O:18][CH2:19][C:20]([CH3:23])([CH3:24])[O:21][CH2:22]1)(=[O:14])=[O:15].[CH3:37][CH2:38][O:39][C:40]([CH3:41])=[O:42].[H-:10].[NH2:25][c:26]1[cH:27][cH:28][cH:29][cH:30][n:31]1.[Na+:9].[O:32]=[CH:33][N:34]([CH3:35])[CH3:36]>>[Br:1][c:2]1[cH:3][cH:4][cH:5][c:6]([NH:8][CH2:16][CH:17]2[O:18][CH2:19][C:20]([CH3:23])([CH3:24])[O:21][CH2:22]2)[n:7]1. Reactants: C(C)(C)(C)OC(=O)N(C=1N=CC(=C2C1OC(=C2)B(O)O)C=2C=NN(C2)[C@@H]2CC[C@H](CC2)O[Si](C)(C)C(C)(C)C)C(=O)OC(C)(C)C ({7-[bis(tert-butoxycarbonyl)amino]-4-[1-(trans-4-{[tert-butyl(dimethyl)silyl]oxy}cyclohexyl)-1H-pyrazol-4-yl]furo[2,3-c]pyridin-2-yl}boronic acid), IC1=CC=CC=C1 (iodobenzene), C([O-])([O-])=O.[K+].[K+] (potassium carbonate), Cl (HCl). The reagents and catalysts are C=1C=CC(=CC1)[P](C=2C=CC=CC2)(C=3C=CC=CC3)[Pd]([P](C=4C=CC=CC4)(C=5C=CC=CC5)C=6C=CC=CC6)([P](C=7C=CC=CC7)(C=8C=CC=CC8)C=9C=CC=CC9)[P](C=1C=CC=CC1)(C=1C=CC=CC1)C=1C=CC=CC1 (Pd(PPh3)4). The solvent is O1CCOCC1 (1,4-dioxane), O (water). Conditions: temperature 70 celsius. The product is NC=1N=CC(=C2C1OC(=C2)C2=CC=CC=C2)C=2C=NN(C2)[C@@H]2CC[C@H](CC2)O (trans-4-[4-(7-amino-2-phenylfuro[2,3-c]pyridin-4-yl)-1H-pyrazol-1-yl]cyclohexanol). The yield is 30.5%. As a reaction SMILES: C(OC([N:8](C(OC(C)(C)C)=O)[C:9]1[N:10]=[CH:11][C:12]([C:21]2[CH:22]=[N:23][N:24]([C@H:26]3[CH2:31][CH2:30][C@H:29]([O:32][Si](C(C)(C)C)(C)C)[CH2:28][CH2:27]3)[CH:25]=2)=[C:13]2[CH:17]=[C:16](B(O)O)[O:15][C:14]=12)=O)(C)(C)C.I[C:48]1[CH:53]=[CH:52][CH:51]=[CH:50][CH:49]=1.C(=O)([O-])[O-].[K+].[K+].Cl>C1C=CC([P]([Pd]([P](C2C=CC=CC=2)(C2C=CC=CC=2)C2C=CC=CC=2)([P](C2C=CC=CC=2)(C2C=CC=CC=2)C2C=CC=CC=2)[P](C2C=CC=CC=2)(C2C=CC=CC=2)C2C=CC=CC=2)(C2C=CC=CC=2)C2C=CC=CC=2)=CC=1.O.O1CCOCC1>[NH2:8][C:9]1[N:10]=[CH:11][C:12]([C:21]2[CH:22]=[N:23][N:24]([C@H:26]3[CH2:27][CH2:28][C@H:29]([OH:32])[CH2:30][CH2:31]3)[CH:25]=2)=[C:13]2[CH:17]=[C:16]([C:48]3[CH:53]=[CH:52][CH:51]=[CH:50][CH:49]=3)[O:15][C:14]=12 |f:2.3.4,^1:64,66,85,104|. Procedure: A mixture of {7-[bis(tert-butoxycarbonyl)amino]-4-[1-(trans-4-{[tert-butyl(dimethyl)silyl]oxy}cyclohexyl)-1H-pyrazol-4-yl]furo[2,3-c]pyridin-2-yl}boronic acid (15.0, 0.0228 mmol), iodobenzene (9.32 mg, 0.0456 mmol), Pd(PPh3)4 (2.64 mg, 0.0023 mmol), potassium carbonate (9.47 mg, 0.0685 mmol) and 4:1 1,4-dioxane:water (1 mL) was heated to 65° C. for 30 min. Concentrated HCl (0.0381 mL, 0.457 mmol) was added, and the solution was heated to 70° C. for 1 h. The solution was concentrated. Purificatio... Reactants: F, O=N[O-], Nc1ncc(O)cc1Br, [Na+], [Na+], [OH-], c1ccncc1. Yields the product Oc1cnc(F)c(Br)c1. Reaction SMILES: [FH:16].[N:10]([O-:11])=[O:12].[NH2:1][c:2]1[n:3][cH:4][c:5]([OH:9])[cH:6][c:7]1[Br:8].[Na+:13].[Na+:15].[OH-:14].[cH:17]1[cH:18][cH:19][n:20][cH:21][cH:22]1>>[c:2]1([F:16])[n:3][cH:4][c:5]([OH:9])[cH:6][c:7]1[Br:8].